This data is from the Open Reaction Database (ORD), a public repository of structured organic reaction records. The task is: describe an organic reaction: reactants, conditions, products, and yield Starting materials: CCO, N#Cc1cc([N+](=O)[O-])c(N)c([N+](=O)[O-])c1, Cl[Sn]Cl. Product: N#Cc1cc(N)c(N)c([N+](=O)[O-])c1. As a reaction SMILES: [CH3:19][CH2:20][OH:21].[NH2:1][c:2]1[c:3]([N+:13]([O-:14])=[O:15])[cH:4][c:5]([C:6]#[N:7])[cH:8][c:9]1[N+:10](=[O:11])[O-:12].[Sn:16]([Cl:17])[Cl:18]>>[NH2:1][c:2]1[c:3]([NH2:13])[cH:4][c:5]([C:6]#[N:7])[cH:8][c:9]1[N+:10](=[O:11])[O-:12].